This data is from the Open Reaction Database (ORD), a public repository of structured organic reaction records. The task is: describe an organic reaction: reactants, conditions, products, and yield Starting materials: NC=1C=C(C=CC1)C=1OC=2C(=NC=CC2)N1 (2-(3-aminophenyl)oxazolo[4,5-b]pyridine), N1=CC=CC=C1 (pyridine), C(C)(=O)OC(C)=O (acetic anhydride). Run in O (water). Product: C(C)(=O)NC=1C=C(C=CC1)C=1OC=2C(=NC=CC2)N1 (2-(3-acetamidophenyl)oxazolo[4,5-b]pyridine). RXN SMILES: [NH2:1][C:2]1[CH:3]=[C:4]([C:8]2[O:9][C:10]3[C:11]([N:16]=2)=[N:12][CH:13]=[CH:14][CH:15]=3)[CH:5]=[CH:6][CH:7]=1.N1C=CC=CC=1.[C:23](OC(=O)C)(=[O:25])[CH3:24]>O>[C:23]([NH:1][C:2]1[CH:3]=[C:4]([C:8]2[O:9][C:10]3[C:11]([N:16]=2)=[N:12][CH:13]=[CH:14][CH:15]=3)[CH:5]=[CH:6][CH:7]=1)(=[O:25])[CH3:24]. Reported procedure: A solution of 0.63 g. of 2-(3-aminophenyl)oxazolo[4,5-b]pyridine in 10 ml. of pyridine was treated with 0.35 ml. of acetic anhydride with stirring. After stirring over the weekend the mixture was diluted to 50 ml. with water. After stirring a short time and cooling, the precipitate was collected, washed with water and dried. Recrystallization from ethyl acetate gave 2-(3-acetamidophenyl)oxazolo[4,5-b]pyridine, m.p. 201.5-202.5. Reactants: Grignard reagent, C(CCCC)C1C=CC(CC1)=O (4-pentylcyclohexenone), Cl (hydrochloric acid), [Mg] (magnesium), 3,5-difluoromagnesium bromobenzene, Grignard reagent, FC=1C=C(C=C(C1)F)Br (3,5-difluorobromobenzene). Solvent: C(C)OCC (diethyl ether). The product is OC1(C=CC(CC1)CCCCC)C1=CC(=CC(=C1)F)F (1-(1-hydroxy-4-pentylcyclohexenyl)-3,5-difluorobenzene). As a reaction SMILES: [F:1][C:2]1[CH:3]=[C:4](Br)[CH:5]=[C:6]([F:8])[CH:7]=1.[Mg].[CH2:11]([CH:16]1[CH2:21][CH2:20][C:19](=[O:22])[CH:18]=[CH:17]1)[CH2:12][CH2:13][CH2:14][CH3:15].Cl>C(OCC)C>[OH:22][C:19]1([C:4]2[CH:3]=[C:2]([F:1])[CH:7]=[C:6]([F:8])[CH:5]=2)[CH2:20][CH2:21][CH:16]([CH2:11][CH2:12][CH2:13][CH2:14][CH3:15])[CH:17]=[CH:18]1. Reported procedure: A solution of 30.1 g of 3,5-difluorobromobenzene in 90 ml of anhydrous diethyl ether was added dropwise under stirring at 15°-20° C. to 4.5 g of magnesium metal powder, followed by reaction at room temperature for one hour so that 3,5-difluoromagnesium bromobenzene (a Grignard reagent) was formed. After 20 g of 4-pentylcyclohexenone were added under stirring at -10° to 0° C. to the thus-formed Grignard reagent, they were reacted at room temperature for additional 1 hour. After the completion of ... The reactants are O=S1(N(CCC1)C1=CC=C(C=C1)C=1N(C2=CC(=CC=C2C1C#N)O)CC)=O (2-[4-(1,1-dioxo-1λ6-isothiazolidin-2-yl)phenyl]-1-ethyl-6-hydroxy-1H-indole-3-carbonitrile), Cl.ClCCN1CCOCC1 (4-(2-chloroethyl)morpholine hydrochloride), Cl.ClCCN1CCOCC1 (4-(2-chloroethyl)morpholine hydrochloride), C(=O)([O-])[O-].[K+].[K+] (K2CO3), C(=O)([O-])[O-].[K+].[K+] (K2CO3), [I-].[Na+] (sodium iodide). RXN SMILES: [O:1]=[S:2]1(=[O:27])[CH2:6][CH2:5][CH2:4][N:3]1[C:7]1[CH:12]=[CH:11][C:10]([C:13]2[N:14]([CH2:25][CH3:26])[C:15]3[C:20]([C:21]=2[C:22]#[N:23])=[CH:19][CH:18]=[C:17]([OH:24])[CH:16]=3)=[CH:9][CH:8]=1.C([O-])([O-])=O.[K+].[K+].[I-].[Na+].Cl.Cl[CH2:38][CH2:39][N:40]1[CH2:45][CH2:44][O:43][CH2:42][CH2:41]1>C(C(C)=O)C.O.CN(C=O)C>[O:27]=[S:2]1(=[O:1])[CH2:6][CH2:5][CH2:4][N:3]1[C:7]1[CH:8]=[CH:9][C:10]([C:13]2[N:14]([CH2:25][CH3:26])[C:15]3[C:20]([C:21]=2[C:22]#[N:23])=[CH:19][CH:18]=[C:17]([O:24][CH2:38][CH2:39][N:40]2[CH2:45][CH2:44][O:43][CH2:42][CH2:41]2)[CH:16]=3)=[CH:11][CH:12]=1 |f:1.2.3,4.5,6.7|. The solvent is O (water), CN(C)C=O (DMF), C(C)C(=O)C (methyl ethyl ketone). Conditions: temperature 100 celsius, time 13 hour. Procedure details: A mixture of 2-[4-(1,1-dioxo-1λ6-isothiazolidin-2-yl)phenyl]-1-ethyl-6-hydroxy-1H-indole-3-carbonitrile, prepared in example 1AT above (70 mg, 0.25 mmol), K2CO3 (75 mg, 0.51 mmol), sodium iodide (27 mg, 0.18 mmol), 4-(2-chloroethyl)morpholine hydrochloride (42 mg, 0.25 mmol) in methyl ethyl ketone (3 mL) is heated in a sealed tube at 100° C. After 13 hours, DMF (3 mL) is added and the reaction is heated for an additional 6 h. After this time, an additional 42 mg of 4-(2-chloroethyl)morpholine hy... Product: O=S1(N(CCC1)C1=CC=C(C=C1)C=1N(C2=CC(=CC=C2C1C#N)OCCN1CCOCC1)CC)=O (2-[4-(1,1-dioxo-1λ6-isothiazolidin-2-yl)-phenyl]-1-ethyl-6-(2-morpholin-4-yl-ethoxy)-1H-indole-3-carbonitrile). Starting materials: BrC1=CC(=CC(=C1)C)CBr (1-bromo-3-(bromomethyl)-5-methylbenzene), [C-]#N.[K+] (potassium cyanide). The solvent is C(C)O (ethanol). The product is BrC=1C=C(CC#N)C=C(C1)C (3-bromo-5-methylbenzyl cyanide). Yield: 39.5%. Reaction SMILES: [Br:1][C:2]1[CH:7]=[C:6]([CH3:8])[CH:5]=[C:4]([CH2:9]Br)[CH:3]=1.[C-:11]#[N:12].[K+]>C(O)C>[Br:1][C:2]1[CH:3]=[C:4]([CH:5]=[C:6]([CH3:8])[CH:7]=1)[CH2:9][C:11]#[N:12] |f:1.2|. Reported procedure: To a stirred solution of 1-bromo-3-(bromomethyl)-5-methylbenzene (6.56 kg, 0.1515 M) in ethanol (20 L) were added potassium cyanide (2.38 kg, 36.55 mol) and distilled water (10 L) in this order. The mixture was refluxed for 3 hours. After cooling to room temperature, the mixture was evaporated in vacuo and the residue was partitioned between ethyl acetate (30 L) and brine (20 L). The organic layer was dried with magnesium sulfate (2 kg) and concentrated under reduced pressure to give a brown-col... Reactants: CC(C)(C)OC(=O)N1CCC(CN)CC1, CCOC(C)=O, O=C(Cl)OCc1ccccc1, [K+], [K+], O=C([O-])[O-]. Yields the product CC(C)(C)OC(=O)N1CCC(CNC(=O)OCc2ccccc2)CC1. As a reaction SMILES: [C:1]([CH3:2])([CH3:3])([CH3:4])[O:5][C:6](=[O:7])[N:8]1[CH2:9][CH2:10][CH:11]([CH2:14][NH2:15])[CH2:12][CH2:13]1.[CH3:33][CH2:34][O:35][C:36](=[O:37])[CH3:38].[Cl:22][C:23](=[O:24])[O:25][CH2:26][c:27]1[cH:28][cH:29][cH:30][cH:31][cH:32]1.[K+:16].[K+:17].[O-:18][C:19]([O-:20])=[O:21]>>[C:1]([CH3:2])([CH3:3])([CH3:4])[O:5][C:6](=[O:7])[N:8]1[CH2:9][CH2:10][CH:11]([CH2:14][NH:15][C:23](=[O:24])[O:25][CH2:26][c:27]2[cH:28][cH:29][cH:30][cH:31][cH:32]2)[CH2:12][CH2:13]1. The reactants are C(=O)C=1NC=2CCCCC2C1CCC(=O)O (3-(2-Formyl-4,5,6,7-tetrahydro-1H-indol-3-yl)-propionic acid), ClC=1C=C2CC(NC2=CC1)=O (5-chloro-2-oxindole), N1CCCCC1 (piperidine), N1CCCC1 (pyrrolidine). Solvent: C(C)O (ethanol), C(C)(=O)O (acetic acid). Product: ClC=1C=C2C(C(NC2=CC1)=O)=CC=1NC=2CCCCC2C1CCC(=O)O (3-[2-(5-chloro-2-oxo-1,2-dihydroindol-3-ylidenemethyl)-4,5,6,7-tetrahydro-1-H-indol-3-yl]-propionic acid). Yield: 79.4%. RXN SMILES: [CH:1]([C:3]1[NH:4][C:5]2[CH2:6][CH2:7][CH2:8][CH2:9][C:10]=2[C:11]=1[CH2:12][CH2:13][C:14]([OH:16])=[O:15])=O.[Cl:17][C:18]1[CH:19]=[C:20]2[C:24](=[CH:25][CH:26]=1)[NH:23][C:22](=[O:27])[CH2:21]2.N1CCCCC1.N1CCCC1>C(O)C.C(O)(=O)C>[Cl:17][C:18]1[CH:19]=[C:20]2[C:24](=[CH:25][CH:26]=1)[NH:23][C:22](=[O:27])[C:21]2=[CH:1][C:3]1[NH:4][C:5]2[CH2:6][CH2:7][CH2:8][CH2:9][C:10]=2[C:11]=1[CH2:12][CH2:13][C:14]([OH:16])=[O:15]. Procedure details: 3-(2-Formyl-4,5,6,7-tetrahydro-1H-indol-3-yl)-propionic acid (5.4 g), 3.7 g of 5-chloro-2-oxindole and 2.7 g of piperidine (or 2.2 g of pyrrolidine) in 25 mL of ethanol was refluxed for 4 hours. Slow addition of acetic acid (8 mL) resulted in a precipitate. The mixture was refluxed for 5 minutes and cooled to ambient temperature. The precipitate was collected by vacuum filtration and washed with 20 mL of ethanol. The solids were slurry-washed by refluxing in 30 mL of ethanol, cooled, collected b... Starting materials: CCCCCCCCC=CCCCCCCCCO, ClCCl, Cc1ccc(S(=O)(=O)Cl)cc1. Product: CCCCCCCCC=CCCCCCCCCOS(=O)(=O)c1ccc(C)cc1. Reaction SMILES: [CH2:12]([CH2:13][CH2:14][CH2:15][CH2:16][CH2:17][CH2:18][CH2:19][CH:20]=[CH:21][CH2:22][CH2:23][CH2:24][CH2:25][CH2:26][CH2:27][CH2:28][CH3:29])[OH:30].[Cl:31][CH2:32][Cl:33].[S:1](=[O:2])(=[O:3])([c:4]1[cH:5][cH:6][c:7]([CH3:8])[cH:9][cH:10]1)[Cl:11]>>[S:1](=[O:2])(=[O:3])([c:4]1[cH:5][cH:6][c:7]([CH3:8])[cH:9][cH:10]1)[O:30][CH2:12][CH2:13][CH2:14][CH2:15][CH2:16][CH2:17][CH2:18][CH2:19][CH:20]=[CH:21][CH2:22][CH2:23][CH2:24][CH2:25][CH2:26][CH2:27][CH2:28][CH3:29]. Starting materials: CC(=O)C1CN(Cc2ccccc2)CC1c1ccc(Cl)c(Cl)c1, CC#N, O=C(Cl)OCC(Cl)(Cl)Cl. Product: CC(=O)C1CNCC1c1ccc(Cl)c(Cl)c1. As a reaction SMILES: [CH2:1]([c:2]1[cH:3][cH:4][cH:5][cH:6][cH:7]1)[N:8]1[CH2:9][CH:10]([C:21]([CH3:22])=[O:23])[CH:11]([c:13]2[cH:14][c:15]([Cl:20])[c:16]([Cl:19])[cH:17][cH:18]2)[CH2:12]1.[CH3:33][C:34]#[N:35].[Cl:24][C:25]([O:26][CH2:27][C:28]([Cl:29])([Cl:30])[Cl:31])=[O:32]>>[NH:8]1[CH2:9][CH:10]([C:21]([CH3:22])=[O:23])[CH:11]([c:13]2[cH:14][c:15]([Cl:20])[c:16]([Cl:19])[cH:17][cH:18]2)[CH2:12]1. Reactants: C([O-])(O)=O.[Na+] (sodium bicarbonate), S(=O)(Cl)Cl (Thionyl chloride), C1(=CC=CC=C1)CN(C1=NC=2C=CC=CC2C2=C1N=C(N2COCC)CCCO)CC2=CC=CC=C2 (N,N-bis(phenylmethyl)-2-(3-hydroxypropyl)-1-ethoxymethyl-1H-imidazo[4,5-c]quinolin-4-amine), [OH-].[Na+] (sodium hydroxide). Solvent: C(Cl)Cl (methylene chloride), C(C)(=O)OCC (ethyl acetate), C(Cl)Cl (methylene chloride). Yields the product C1(=CC=CC=C1)CN(C1=NC=2C=CC=CC2C2=C1N=C(N2COCC)CCCCl)CC2=CC=CC=C2 (N,N-bis(phenylmethyl)-2-(3-chloropropyl)-1-ethoxymethyl-1H-imidazo[4,5-c]quinolin-4-amine). Yield: 95.4%. RXN SMILES: S(Cl)([Cl:3])=O.[C:5]1([CH2:11][N:12]([CH2:34][C:35]2[CH:40]=[CH:39][CH:38]=[CH:37][CH:36]=2)[C:13]2[C:22]3[N:23]=[C:24]([CH2:30][CH2:31][CH2:32]O)[N:25]([CH2:26][O:27][CH2:28][CH3:29])[C:21]=3[C:20]3[CH:19]=[CH:18][CH:17]=[CH:16][C:15]=3[N:14]=2)[CH:10]=[CH:9][CH:8]=[CH:7][CH:6]=1.[OH-].[Na+].C(=O)(O)[O-].[Na+]>C(Cl)Cl.C(OCC)(=O)C>[C:5]1([CH2:11][N:12]([CH2:34][C:35]2[CH:40]=[CH:39][CH:38]=[CH:37][CH:36]=2)[C:13]2[C:22]3[N:23]=[C:24]([CH2:30][CH2:31][CH2:32][Cl:3])[N:25]([CH2:26][O:27][CH2:28][CH3:29])[C:21]=3[C:20]3[CH:19]=[CH:18][CH:17]=[CH:16][C:15]=3[N:14]=2)[CH:10]=[CH:9][CH:8]=[CH:7][CH:6]=1 |f:2.3,4.5|. Reported procedure: Thionyl chloride (5 mL, 68 mmole) was added to N,N-bis(phenylmethyl)-2-(3-hydroxypropyl)-1-ethoxymethyl-1H-imidazo[4,5-c]quinolin-4-amine (1 g, 2.1 mmole) and the reaction mixture was stirred rapidly until thin layer chromatography (silica gel, 10% ethyl acetate in methylene chloride v/v) indicated that the reaction was complete. The reaction mixture was diluted with methylene chloride then neutralized with 10% sodium hydroxide and sodium bicarbonate. The methylene chloride layer was separated, ... Reactants: C(C)(=O)OCC (Ethyl acetate), C(C)(C)N(CC)C(C)C (diisopropylethylamine), ClC=1OC2=C(N1)C=CC=C2 (2-chlorobenzoxazole), NCCCC1=C(OC(C(=O)OC(C)(C)C)(C)C)C=CC=C1 (tert-Butyl 2-[2-(3-aminopropyl)phenoxy]-2-methylpropionate). The solvent is O1CCCC1 (tetrahydrofuran). Reaction conditions: time 8 hour. Product: O1C(=NC2=C1C=CC=C2)NCCCC2=C(OC(C(=O)OC(C)(C)C)(C)C)C=CC=C2 (tert-Butyl 2-[2-[3-(N-Benzoxazol-2-yl)aminopropyl]phenoxy]-2-methylpropionate). RXN SMILES: [NH2:1][CH2:2][CH2:3][CH2:4][C:5]1[CH:21]=[CH:20][CH:19]=[CH:18][C:6]=1[O:7][C:8]([CH3:17])([CH3:16])[C:9]([O:11][C:12]([CH3:15])([CH3:14])[CH3:13])=[O:10].C(N(C(C)C)CC)(C)C.Cl[C:32]1[O:33][C:34]2[CH:40]=[CH:39][CH:38]=[CH:37][C:35]=2[N:36]=1.C(OCC)(=O)C>O1CCCC1>[O:33]1[C:34]2[CH:40]=[CH:39][CH:38]=[CH:37][C:35]=2[N:36]=[C:32]1[NH:1][CH2:2][CH2:3][CH2:4][C:5]1[CH:21]=[CH:20][CH:19]=[CH:18][C:6]=1[O:7][C:8]([CH3:16])([CH3:17])[C:9]([O:11][C:12]([CH3:15])([CH3:13])[CH3:14])=[O:10]. Procedure: tert-Butyl 2-[2-(3-aminopropyl)phenoxy]-2-methylpropionate (1.44 g, 4.9 mmol) was dissolved in tetrahydrofuran (5 mL). Subsequently, diisopropylethylamine (762 mg, 5.9 mmol) and then 2-chlorobenzoxazole (904 mg, 5.9 mmol) were added thereto, and the mixture was stirred overnight at room temperature. Ethyl acetate was added thereto. The resultant mixture was sequentially washed with water and saturated brine, followed by drying over sodium sulfate, filtration, concentration under reduced pressure...